This data is from the Open Reaction Database (ORD), a public repository of structured organic reaction records. The task is: describe an organic reaction: reactants, conditions, products, and yield The solvent is CC(=O)C (acetone). Procedure: ((5-(4-(4-Benzyloxy-phenylamino)-pyrido[3,4-d]pyrimidin-6-yl)-furan-2-ylmethyl)-amino)acetic acid methyl ester hydrochloride (0.04 g) was suspended in acetone (5 ml) and 2N sodium hydroxide solution (5 ml) added. The resulting solution was stirred at room temperature for 30 mins. The acetone was removed under vacuum and the solution acidified with 2N HCl. The mixture was chilled in an ice-bath and the precipitate filtered off and washed with a little cold water and then acetone. The residue was ... Conditions: time 30 minute. Reaction SMILES: [ClH:1].C[O:3][C:4](=[O:38])[CH2:5][NH:6][CH2:7][C:8]1[O:9][C:10]([C:13]2[N:37]=[CH:36][C:16]3[N:17]=[CH:18][N:19]=[C:20]([NH:21][C:22]4[CH:27]=[CH:26][C:25]([O:28][CH2:29][C:30]5[CH:35]=[CH:34][CH:33]=[CH:32][CH:31]=5)=[CH:24][CH:23]=4)[C:15]=3[CH:14]=2)=[CH:11][CH:12]=1.[OH-].[Na+]>CC(C)=O>[ClH:1].[CH2:29]([O:28][C:25]1[CH:26]=[CH:27][C:22]([NH:21][C:20]2[C:15]3[CH:14]=[C:13]([C:10]4[O:9][C:8]([CH2:7][NH:6][CH2:5][C:4]([OH:38])=[O:3])=[CH:12][CH:11]=4)[N:37]=[CH:36][C:16]=3[N:17]=[CH:18][N:19]=2)=[CH:23][CH:24]=1)[C:30]1[CH:31]=[CH:32][CH:33]=[CH:34][CH:35]=1 |f:0.1,2.3,5.6|. Isolated yield 77.0%. Product: Cl.C(C1=CC=CC=C1)OC1=CC=C(C=C1)NC=1C2=C(N=CN1)C=NC(=C2)C2=CC=C(O2)CNCC(=O)O (((5-(4-(4-Benzyloxy-phenylamino)-pyrido[3,4-d]pyrimidine-6yl)-furan-2-ylmethyl)-amino)-acetic acid hydrochloride). Reactants: Cl.COC(CNCC=1OC(=CC1)C1=CC2=C(N=CN=C2NC2=CC=C(C=C2)OCC2=CC=CC=C2)C=N1)=O (((5-(4-(4-Benzyloxy-phenylamino)-pyrido[3,4-d]pyrimidin-6-yl)-furan-2-ylmethyl)-amino)acetic acid methyl ester hydrochloride), [OH-].[Na+] (sodium hydroxide).